The task is: describe an organic reaction: reactants, conditions, products, and yield. This data is from the Open Reaction Database (ORD), a public repository of structured organic reaction records. Reactants: ClC1=C2NC(N(C2=NC(=N1)N1C=NC2=C1C=C(C=C2)F)[C@@H]2CC[C@H](CC2)OC2OCCCC2)=O (6-chloro-2-(6-fluoro-1H-benzo[d]imidazol-1-yl)-9-(trans-4-(tetrahydro-2H-pyran-2-yloxy)cyclohexyl)-7H-purin-8(9H)-one), CCN(CC)P1(=NC(C)(C)C)NCCCN1C (BEMP on polystyrene), IC (iodomethane). The solvent is CC#N (CH3CN). Reaction conditions: time 1 hour. The product is ClC1=C2N(C(N(C2=NC(=N1)N1C=NC2=C1C=C(C=C2)F)[C@@H]2CC[C@H](CC2)OC2OCCCC2)=O)C (6-chloro-2-(6-fluoro-1H-benzo[d]imidazol-1-yl)-7-methyl-9-(trans-4-(tetrahydro-2H-pyran-2-yloxy)cyclohexyl)-7H-purin-8(9H)-one). RXN SMILES: [Cl:1][C:2]1[N:10]=[C:9]([N:11]2[C:15]3[CH:16]=[C:17]([F:20])[CH:18]=[CH:19][C:14]=3[N:13]=[CH:12]2)[N:8]=[C:7]2[C:3]=1[NH:4][C:5](=[O:34])[N:6]2[C@H:21]1[CH2:26][CH2:25][C@H:24]([O:27][CH:28]2[CH2:33][CH2:32][CH2:31][CH2:30][O:29]2)[CH2:23][CH2:22]1.[CH3:35]CN(P1(N(C)CCCN1)=NC(C)(C)C)CC.IC>CC#N>[Cl:1][C:2]1[N:10]=[C:9]([N:11]2[C:15]3[CH:16]=[C:17]([F:20])[CH:18]=[CH:19][C:14]=3[N:13]=[CH:12]2)[N:8]=[C:7]2[C:3]=1[N:4]([CH3:35])[C:5](=[O:34])[N:6]2[C@H:21]1[CH2:26][CH2:25][C@H:24]([O:27][CH:28]2[CH2:33][CH2:32][CH2:31][CH2:30][O:29]2)[CH2:23][CH2:22]1. Reported procedure: To a solution of 6-chloro-2-(6-fluoro-1H-benzo[d]imidazol-1-yl)-9-(trans-4-(tetrahydro-2H-pyran-2-yloxy)cyclohexyl)-7H-purin-8(9H)-one (0.06 mmol) in anhydrous CH3CN (10 mL) were added BEMP on polystyrene (loading 2.2 mmol/g, 4 equiv.) and iodomethane (primary alkyl iodide/benzyl iodide or bromide to be used for alkylation) (6 equiv.) with stirring at room temperature. After 1 h, LCMS showed reaction to be complete. The reaction mixture was filtered under vacuum, the resin washed with CH3CN and ... Starting materials: CC(=O)C (acetone), [Si](C1=CC=CC=C1)(C1=CC=CC=C1)(C(C)(C)C)OC[C@@H]1CCC(O1)=O ((5S)-5-[[tert-butyl(diphenyl)silyl]oxymethyl]tetrahydrofuran-2-one), [Si](C1=CC=CC=C1)(C1=CC=CC=C1)(C(C)(C)C)OC[C@@H]1CCC(O1)=O ((5S)-5-[[tert-butyl(diphenyl)silyl]oxymethyl]tetrahydrofuran-2-one), C[Si](C)(C)[N-][Si](C)(C)C.[Li+] (lithium bis(trimethylsilyl)azanide). Run in O1CCCC1 (tetrahydrofuran). Reaction conditions: temperature -78 celsius, time 1 hour. The product is [Si](C1=CC=CC=C1)(C1=CC=CC=C1)(C(C)(C)C)OC[C@@H]1C[C@H](C(O1)=O)C(C)(C)O ((3S,5S)-5-[[tert-butyl(diphenyl)silyl]oxymethyl]-3-(1-hydroxy-1-methyl-ethyl)tetrahydrofuran-2-one). Isolated yield 98.7%. RXN SMILES: [Si:1]([O:18][CH2:19][C@H:20]1[O:24][C:23](=[O:25])[CH2:22][CH2:21]1)([C:14]([CH3:17])([CH3:16])[CH3:15])([C:8]1[CH:13]=[CH:12][CH:11]=[CH:10][CH:9]=1)[C:2]1[CH:7]=[CH:6][CH:5]=[CH:4][CH:3]=1.C[Si]([N-][Si](C)(C)C)(C)C.[Li+].[CH3:36][C:37]([CH3:39])=[O:38]>O1CCCC1>[Si:1]([O:18][CH2:19][C@H:20]1[O:24][C:23](=[O:25])[C@H:22]([C:37]([OH:38])([CH3:39])[CH3:36])[CH2:21]1)([C:14]([CH3:17])([CH3:15])[CH3:16])([C:8]1[CH:13]=[CH:12][CH:11]=[CH:10][CH:9]=1)[C:2]1[CH:7]=[CH:6][CH:5]=[CH:4][CH:3]=1 |f:1.2|. Reported procedure: To a cooled solution of (5S)-5-[[tert-butyl(diphenyl)silyl]oxymethyl]tetrahydrofuran-2-one (compound 40d, 5.00 g, 14.0 mmol) in dry tetrahydrofuran (28 mL) was added a solution of lithium bis(trimethylsilyl)azanide (1.3 M in THF, 11.8 mL, 15.4 mmol) dropwise at −78° C. under argon. After addition, the mixture was stirred at −78° C. for 1 hour. Then distilled acetone (1.23 mL, 15.4 mmol) was added dropwise to the mixture and the resulting mixture was stirred at −78° C. for another 2 hours. The re... Starting materials: C(C(C)C)N([C@@H](CCCCNC(CI)=O)C(=O)O)S(=O)(=O)C1=CC=C(C=C1)C (Nα-isobutyl-Nα-(4-methylbenzenesulfonyl)-Nε-iodoacetyl-L-lysine), NC=1C=NC=CC1 (3-aminopyridine), CCN(C(C)C)C(C)C (DIEA). Product: CC1=CC=C(C=C1)S(=O)(=O)N(CC(C)C)[C@@H](CCCCNC(=O)CNC2=CN=CC=C2)C(=O)O (Nα-isobutyl-Nα-(4-methylbenzenesulfonyl)-Nε-[N′α-(3-pyridyl)glycyl]-L-lysine), solid. Yield: 22.0%. As a reaction SMILES: [CH2:1]([N:5]([S:19]([C:22]1[CH:27]=[CH:26][C:25]([CH3:28])=[CH:24][CH:23]=1)(=[O:21])=[O:20])[C@H:6]([C:16]([OH:18])=[O:17])[CH2:7][CH2:8][CH2:9][CH2:10][NH:11][C:12](=[O:15])[CH2:13]I)[CH:2]([CH3:4])[CH3:3].CCN(C(C)C)C(C)C.[NH2:38][C:39]1[CH:40]=[N:41][CH:42]=[CH:43][CH:44]=1>>[CH3:28][C:25]1[CH:26]=[CH:27][C:22]([S:19]([N:5]([C@H:6]([C:16]([OH:18])=[O:17])[CH2:7][CH2:8][CH2:9][CH2:10][NH:11][C:12]([CH2:13][NH:38][C:39]2[CH:44]=[CH:43][CH:42]=[N:41][CH:40]=2)=[O:15])[CH2:1][CH:2]([CH3:4])[CH3:3])(=[O:21])=[O:20])=[CH:23][CH:24]=1. Reported procedure: The title compound was prepared from Nα-isobutyl-Nα-(4-methylbenzenesulfonyl)-Nε-iodoacetyl-L-lysine (200 mg, 0.38 mmol, example 105, step B) by following the indications of general procedure H using DIEA (0.19 mL, 1.09 mmol) and 3-aminopyridine (175 mg, 1.36 mmol). The crude material was purified by preparative HPLC. The product was isolated as a solid (42 mg, 22% yield). Starting materials: COc1cncc(Br)c1, [NH4+], [OH-], O. Product: COc1cncc(N)c1. As a reaction SMILES: [Br:1][c:2]1[cH:3][n:4][cH:5][c:6]([O:8][CH3:9])[cH:7]1.[NH4+:11].[OH-:10].[OH2:12]>>[c:2]1([NH2:11])[cH:3][n:4][cH:5][c:6]([O:8][CH3:9])[cH:7]1. Starting materials: [BH4-].[Na+] (NaBH4), OC1=C(C=O)C=C(C=C1)[N+](=O)[O-] (2-hydroxy-5-nitrobenzaldehyde), Cl (HCl). Run in [OH-].[Na+] (NaOH), CO (MeOH), [OH-].[Na+] (NaOH), CO (MeOH). Reaction conditions: temperature 0 celsius, time 24 hour. Product: OCC1=C(C=CC(=C1)[N+](=O)[O-])O (2-hydroxymethyl-4-nitrophenol). Isolated yield 100.5%. RXN SMILES: [OH:1][C:2]1[CH:9]=[CH:8][C:7]([N+:10]([O-:12])=[O:11])=[CH:6][C:3]=1[CH:4]=[O:5].[BH4-].[Na+].Cl>[OH-].[Na+].CO>[OH:5][CH2:4][C:3]1[CH:6]=[C:7]([N+:10]([O-:12])=[O:11])[CH:8]=[CH:9][C:2]=1[OH:1] |f:1.2,4.5|. Procedure: A solution of 2-hydroxy-5-nitrobenzaldehyde (5.01 g, 30 mmol) in a mixture of 60 mL 1M NaOH and 30 mL MeOH was cooled to 0° C. NaBH4 (1.13 g, 30 mmol) solution in 15 ml 1M NaOH and 5 mL MeOH was added slowly. The reaction mixture was stirred for 24 hours at room temperature. The mixture was poured into ice cooled 2M HCl and extracted with EtOAc. The organic layer was washed, dried, and evaporated in vacuo to give the alcohol as a yellow solid (5.1 g, 100%): MP 112-114° C.; 1H NMR (DMSO-d6, 400 M...